Dataset: the Open Reaction Database (ORD), a public repository of structured organic reaction records. Task: describe an organic reaction: reactants, conditions, products, and yield Reactants: ClC=1C(=CC(N(C1)CC(=O)OC(C)(C)C)=O)C1=C(C=CC(=C1)Cl)C#N (tert-butyl [5-chloro-4-(5-chloro-2-cyanophenyl)-2-oxopyridin-1(2H)-yl]acetate), bis(trimethylsilyl)lithium amide, FC(S(=O)(=O)OC[C@H]1OCCCC1)(F)F ((2S)-tetrahydro-2H-pyran-2-ylmethyl trifluoromethanesulphonate). Product: ClC=1C(=CC(N(C1)C(C(=O)OC(C)(C)C)C[C@H]1OCCCC1)=O)C1=C(C=CC(=C1)Cl)C#N (tert-Butyl 2-[5-chloro-4-(5-chloro-2-cyanophenyl)-2-oxopyridin-1(2H)-yl]-3-[(2S)-tetrahydro-2H-pyran-2-yl]propanoate). As a reaction SMILES: [Cl:1][C:2]1[C:3]([C:17]2[CH:22]=[C:21]([Cl:23])[CH:20]=[CH:19][C:18]=2[C:24]#[N:25])=[CH:4][C:5](=[O:16])[N:6]([CH2:8][C:9]([O:11][C:12]([CH3:15])([CH3:14])[CH3:13])=[O:10])[CH:7]=1.FC(F)(F)S(O[CH2:32][C@@H:33]1[CH2:38][CH2:37][CH2:36][CH2:35][O:34]1)(=O)=O>>[Cl:1][C:2]1[C:3]([C:17]2[CH:22]=[C:21]([Cl:23])[CH:20]=[CH:19][C:18]=2[C:24]#[N:25])=[CH:4][C:5](=[O:16])[N:6]([CH:8]([CH2:32][C@@H:33]2[CH2:38][CH2:37][CH2:36][CH2:35][O:34]2)[C:9]([O:11][C:12]([CH3:15])([CH3:14])[CH3:13])=[O:10])[CH:7]=1. Procedure: 570 mg (1.46 mmol) of tert-butyl [5-chloro-4-(5-chloro-2-cyanophenyl)-2-oxopyridin-1(2H)-yl]acetate in the presence of 1.75 ml (1.75 mmol, 1.2 eq.) of bis(trimethylsilyl)lithium amide (1M in THF) were reacted with 707 mg (purity 87%, 2.48 mmol, 1.7 eq.) of (2S)-tetrahydro-2H-pyran-2-ylmethyl trifluoromethanesulphonate according to General Method 7B. Yield: 396 mg (57% of theory) Reactants: ClC1=CC2=C(C(=N1)C=O)C(=NN2C(C2=CC=CC=C2)(C2=CC=CC=C2)C2=CC=CC=C2)OC (6-chloro-3-methoxy-1-trityl-1H-pyrazolo[4,3-c]pyridine-4-carbaldehyde), ClC1=CC2=C(C(=N1)C=O)C(=NN2C(C2=CC=CC=C2)(C2=CC=CC=C2)C2=CC=CC=C2)OC (6-chloro-3-methoxy-1-trityl-1H-pyrazolo[4,3-c]pyridine-4-carbaldehyde), C1(=CC=CC=C1)[C@@H](C)NC(=O)N ((R)-1-(1-phenylethyl)urea). Yields the product C(=O)C1=NC(=CC2=C1C(=NN2C(C2=CC=CC=C2)(C2=CC=CC=C2)C2=CC=CC=C2)OC)NC(=O)N[C@H](C)C2=CC=CC=C2 ((R)-1-(4-formyl-3-methoxy-1-trityl-1H-pyrazolo[4,3-c]pyridin-6-yl)-3-(1-phenylethyl)urea). As a reaction SMILES: Cl[C:2]1[N:7]=[C:6]([CH:8]=[O:9])[C:5]2[C:10]([O:32][CH3:33])=[N:11][N:12]([C:13]([C:26]3[CH:31]=[CH:30][CH:29]=[CH:28][CH:27]=3)([C:20]3[CH:25]=[CH:24][CH:23]=[CH:22][CH:21]=3)[C:14]3[CH:19]=[CH:18][CH:17]=[CH:16][CH:15]=3)[C:4]=2[CH:3]=1.[C:34]1([C@H:40]([NH:42][C:43]([NH2:45])=[O:44])[CH3:41])[CH:39]=[CH:38][CH:37]=[CH:36][CH:35]=1>>[CH:8]([C:6]1[C:5]2[C:10]([O:32][CH3:33])=[N:11][N:12]([C:13]([C:26]3[CH:27]=[CH:28][CH:29]=[CH:30][CH:31]=3)([C:14]3[CH:19]=[CH:18][CH:17]=[CH:16][CH:15]=3)[C:20]3[CH:21]=[CH:22][CH:23]=[CH:24][CH:25]=3)[C:4]=2[CH:3]=[C:2]([NH:45][C:43]([NH:42][C@@H:40]([C:34]2[CH:39]=[CH:38][CH:37]=[CH:36][CH:35]=2)[CH3:41])=[O:44])[N:7]=1)=[O:9]. Procedure: In a manner similar to that described previously (e.g. Scheme 3/Method A and Example 40), 6-chloro-3-methoxy-1-trityl-1H-pyrazolo[4,3-c]pyridine-4-carbaldehyde (Intermediate 11B) was reacted with converted to (R)-1-(1-phenylethyl)urea (BrettPhos PreCatalyst, cesium carbonate, dioxane, 90° C. for 4 hrs) to provide (R)-1-(4-formyl-3-methoxy-1-trityl-1H-pyrazolo[4,3-c]pyridin-6-yl)-3-(1-phenylethyl)urea. MS: [M+H]+ m/z 582. The reactants are COC(=O)c1ccc(-c2ccccc2)cc1NC(=O)c1cc(OCCN2CCN(C(C)=O)CC2)ccc1OCc1ccccc1, C, CCOC(C)=O, CO, ClC(Cl)Cl, [Pd]. Product: COC(=O)c1ccc(-c2ccccc2)cc1NC(=O)c1cc(OCCN2CCN(C(C)=O)CC2)ccc1O. Reaction SMILES: [C:1]([CH3:2])(=[O:3])[N:4]1[CH2:5][CH2:6][N:7]([CH2:10][CH2:11][O:12][c:13]2[cH:14][cH:15][c:16]([O:38][CH2:39][c:40]3[cH:41][cH:42][cH:43][cH:44][cH:45]3)[c:17]([C:18](=[O:19])[NH:20][c:21]3[c:22]([C:23](=[O:24])[O:25][CH3:26])[cH:27][cH:28][c:29](-[c:31]4[cH:32][cH:33][cH:34][cH:35][cH:36]4)[cH:30]3)[cH:37]2)[CH2:8][CH2:9]1.[C:58].[CH3:50][CH2:51][O:52][C:53](=[O:54])[CH3:55].[CH3:56][OH:57].[CH:46]([Cl:47])([Cl:48])[Cl:49].[Pd:59]>>[C:1]([CH3:2])(=[O:3])[N:4]1[CH2:5][CH2:6][N:7]([CH2:10][CH2:11][O:12][c:13]2[cH:14][cH:15][c:16]([OH:38])[c:17]([C:18](=[O:19])[NH:20][c:21]3[c:22]([C:23](=[O:24])[O:25][CH3:26])[cH:27][cH:28][c:29](-[c:31]4[cH:32][cH:33][cH:34][cH:35][cH:36]4)[cH:30]3)[cH:37]2)[CH2:8][CH2:9]1. Reactants: C1(=CC=C(C=C1)S(=O)(=O)O)C (p-toluenesulfonic acid), CSC(C(C=CC1=CNC2=CC=CC=C12)=O)S(=O)C (3-(4-methylthio-4-methylsulfinyl-3-oxobutene-1-yl)indole), C(O)([O-])=O.[Na+] (sodium hydrogencarbonate). Solvent: O1CCCC1 (tetrahydrofuran), C1=CC=CC=C1 (benzene). Product: CSC1(CC(CC=2C3=CC=CC=C3NC12)=O)SC (1,1-Bismethylthio-1,2,3,4-tetrahydrocarbazol-3-one). The yield is 885.5%. Reaction SMILES: C1(C)C=CC(S(O)(=O)=[O:8])=CC=1.[CH3:12][S:13][CH:14]([S:28]([CH3:30])=O)[C:15](=O)[CH:16]=[CH:17][C:18]1[C:26]2[C:21](=[CH:22][CH:23]=[CH:24][CH:25]=2)[NH:20][CH:19]=1.C(=O)([O-])O.[Na+]>O1CCCC1.C1C=CC=CC=1>[CH3:12][S:13][C:14]1([S:28][CH3:30])[C:19]2[NH:20][C:21]3[C:26](=[CH:25][CH:24]=[CH:23][CH:22]=3)[C:18]=2[CH2:17][C:16](=[O:8])[CH2:15]1 |f:2.3|. Procedure details: 680 mg of p-toluenesulfonic acid was added to a mixture of 10.6 g of 3-(4-methylthio-4-methylsulfinyl-3-oxobutene-1-yl)indole, as obtained in Example 1(b), in 150 ml of tetrahydrofuran and 40 ml of benzene. The reaction mixture was next refluxed for 3 hours and then neutralized by the addition of a saturated aqueous solution of sodium hydrogencarbonate. The solvent was removed from the resulting mixture by evaporation under reduced pressure and ethyl acetate was added to the residue. The aqueous... Reactants: Cl.N1CCC(CC1)C1=NNC2=C(C=C(C=C12)C=1SC=CC1)C(=O)N (3-(4-piperidinyl)-5-(2-thienyl)-1H-indazole-7-carboxamide hydrochloride), Cl.N1CCC(CC1)C1=NNC2=C(C=C(C=C12)C=1SC=CC1)C(=O)N (3-(4-piperidinyl)-5-(2-thienyl)-1H-indazole-7-carboxamide hydrochloride), ClCCCS(=O)(=O)Cl (3-chloropropane sulfonyl chloride). Solvent: CN(C)C=O (DMF). Product: ClCCCS(=O)(=O)N1CCC(CC1)C1=NNC2=C(C=C(C=C12)C=1SC=CC1)C(=O)N (3-{1-[(3-chloropropyl)sulfonyl]-4-piperidinyl}-5-(2-thienyl)-1H-indazole-7-carboxamide). As a reaction SMILES: Cl.[NH:2]1[CH2:7][CH2:6][CH:5]([C:8]2[C:16]3[C:11](=[C:12]([C:22]([NH2:24])=[O:23])[CH:13]=[C:14]([C:17]4[S:18][CH:19]=[CH:20][CH:21]=4)[CH:15]=3)[NH:10][N:9]=2)[CH2:4][CH2:3]1.[Cl:25][CH2:26][CH2:27][CH2:28][S:29](Cl)(=[O:31])=[O:30]>CN(C=O)C>[Cl:25][CH2:26][CH2:27][CH2:28][S:29]([N:2]1[CH2:7][CH2:6][CH:5]([C:8]2[C:16]3[C:11](=[C:12]([C:22]([NH2:24])=[O:23])[CH:13]=[C:14]([C:17]4[S:18][CH:19]=[CH:20][CH:21]=4)[CH:15]=3)[NH:10][N:9]=2)[CH2:4][CH2:3]1)(=[O:31])=[O:30] |f:0.1|. Procedure: This compound was prepared in a fashion analogous to the procedure described in Example 38a. Thus, 3-(4-piperidinyl)-5-(2-thienyl)-1H-indazole-7-carboxamide hydrochloride (Intermediate 17) (25 mg, 0.076 mmol) was reacted with 3-chloropropane sulfonyl chloride (30 uL, 0.242 mmol) in DMF (4 mL) to give 3-{1-[(3-chloropropyl)sulfonyl]-4-piperidinyl}-5-(2-thienyl)-1H-indazole-7-carboxamide, which was used in the next step without further purification.